Dataset: the Open Reaction Database (ORD), a public repository of structured organic reaction records. Task: describe an organic reaction: reactants, conditions, products, and yield Reactants: BrC=1C(CCC2(CC3=C(C(=CC=C3C12)OC)Cl)CCCC)=O (4-bromo-9a-butyl-8-chloro-7-methoxy-1,2,9,9a-tetrahydro-3H-fluoren-3-one), C(CCC)[Sn](C(=C)OCC)(CCCC)CCCC (tributyl(1-ethoxyvinyl)stannane). The reagents and catalysts are Cl[Pd]([P](C1=CC=CC=C1)(C2=CC=CC=C2)C3=CC=CC=C3)([P](C4=CC=CC=C4)(C5=CC=CC=C5)C6=CC=CC=C6)Cl (bis(triphenylphosphine)palladium(II) chloride). Solvent: C1(=CC=CC=C1)C (toluene). Conditions: temperature 100 celsius. Yields the product C(CCC)C12CC3=C(C(=CC=C3C2=C(C(CC1)=O)C(=C)OCC)OC)Cl (9a-butyl-8-chloro-4-(1-ethoxyvinyl)-7-methoxy-1,2,9,9a-tetrahydro-3H-fluoren-3-one). Yield: 76.0%. RXN SMILES: Br[C:2]1[C:3](=[O:22])[CH2:4][CH2:5][C:6]2([CH2:18][CH2:19][CH2:20][CH3:21])[C:14]=1[C:13]1[C:8](=[C:9]([Cl:17])[C:10]([O:15][CH3:16])=[CH:11][CH:12]=1)[CH2:7]2.C([Sn](CCCC)(CCCC)[C:28]([O:30][CH2:31][CH3:32])=[CH2:29])CCC>C1(C)C=CC=CC=1.Cl[Pd](Cl)([P](C1C=CC=CC=1)(C1C=CC=CC=1)C1C=CC=CC=1)[P](C1C=CC=CC=1)(C1C=CC=CC=1)C1C=CC=CC=1>[CH2:18]([C:6]12[CH2:5][CH2:4][C:3](=[O:22])[C:2]([C:28]([O:30][CH2:31][CH3:32])=[CH2:29])=[C:14]1[C:13]1[C:8](=[C:9]([Cl:17])[C:10]([O:15][CH3:16])=[CH:11][CH:12]=1)[CH2:7]2)[CH2:19][CH2:20][CH3:21] |^1:50,69|. Procedure details: A solution of 4-bromo-9a-butyl-8-chloro-7-methoxy-1,2,9,9a-tetrahydro-3H-fluoren-3-one (90 mg, 0.235 mmol) in anhydrous toluene (1.2 mL) was treated with tributyl(1-ethoxyvinyl)stannane (0.111 mL, 0.352 mmol) and bis(triphenylphosphine)palladium(II) chloride (33 mg, 0.047 mmol). The mixture was placed under a nitrogen atmosphere, stirred, and heated in an oil bath at 100° C. for 3 hours. After cooling to room temperature, the mixture was purified by preparative layer chromatography on two 0.1×20...